describe an organic reaction: reactants, conditions, products, and yield From a dataset of the Open Reaction Database (ORD), a public repository of structured organic reaction records. The reactants are CC(=O)O, CCOC(=O)C=C(C)C=CCC1(c2cc(C(C)(C)C)cc3c2CCC3(C)C)CC1, CO. Product: CC(C=CCC1(c2cc(C(C)(C)C)cc3c2CCC3(C)C)CC1)=CC(=O)O. As a reaction SMILES: [C:30]([OH:31])(=[O:32])[CH3:33].[CH2:1]([CH3:2])[O:3][C:4]([CH:5]=[C:6]([CH:7]=[CH:8][CH2:9][C:10]1([c:13]2[c:14]3[c:18]([cH:19][c:20]([C:22]([CH3:23])([CH3:24])[CH3:25])[cH:21]2)[C:17]([CH3:26])([CH3:27])[CH2:16][CH2:15]3)[CH2:11][CH2:12]1)[CH3:28])=[O:29].[CH3:34][OH:35]>>[O:3]=[C:4]([CH:5]=[C:6]([CH:7]=[CH:8][CH2:9][C:10]1([c:13]2[c:14]3[c:18]([cH:19][c:20]([C:22]([CH3:23])([CH3:24])[CH3:25])[cH:21]2)[C:17]([CH3:26])([CH3:27])[CH2:16][CH2:15]3)[CH2:11][CH2:12]1)[CH3:28])[OH:29]. The reactants are NC1=C(C(C(=O)O)=CC=C1)C(=O)O (3-aminophthalic acid), NC1C(NCCC1)=O (3-aminopiperidine-2-one). Run in CN(C)C=O (DMF). Conditions: temperature 90 celsius, time 18 hour. Yields the product NC1=C2C(N(C(C2=CC=C1)=O)C1C(NCCC1)=O)=O (4-amino-2-(2-oxopiperidin-3-yl)isoindoline-1,3-dione). Yield: 34.9%. As a reaction SMILES: [NH2:1][C:2]1[CH:10]=[CH:9][CH:8]=[C:4]([C:5]([OH:7])=O)[C:3]=1[C:11]([OH:13])=O.[NH2:14][CH:15]1[CH2:20][CH2:19][CH2:18][NH:17][C:16]1=[O:21]>CN(C=O)C>[NH2:1][C:2]1[CH:10]=[CH:9][CH:8]=[C:4]2[C:3]=1[C:11](=[O:13])[N:14]([CH:15]1[CH2:20][CH2:19][CH2:18][NH:17][C:16]1=[O:21])[C:5]2=[O:7]. Procedure: To a solution of 3-aminophthalic acid (0.100 g, 0.552 mmol) in DMF (1.1 mL) was added 3-aminopiperidine-2-one (0.063 g, 0.552 mmol) and the reaction was stirred at 90° C. over 18 h. Volatiles were removed in vacuo and the dark-brown crude residue was purified by preparative reverse phase HPLC to give the desired product 28 (0.050 g, 35%) as an off-white powder. 1H NMR (400 MHz, DMSO) δ 7.83 (s, 1H), 7.43 (dd, J=8.3, 7.1 Hz, 1H), 7.07-6.87 (m, 2H), 6.47 (br s, 2H), 4.49 (dd, J=11.9, 6.3 Hz, 1H), ... Reactants: C(C#C)O (propargyl alcohol), IC1=C2/C(/C(NC2=CC=C1[N+](=O)[O-])=O)=C/C=1NC=CC1OC ((Z)-1,3-dihydro-4-iodo-3-[(3-methoxy-1H-pyrrol-2-yl)methylene]-5-nitro-2H-indol-2-one), IC1=C2/C(/C(NC2=CC=C1[N+](=O)[O-])=O)=C/C=1NC=CC1OC ((Z)-1,3-dihydro-4-iodo-3-[(3-methoxy-1H-pyrrol-2-yl)methylene]-5-nitro-2H-indol-2-one). Reagents/catalysts: Cl[Pd]([P](C1=CC=CC=C1)(C2=CC=CC=C2)C3=CC=CC=C3)([P](C4=CC=CC=C4)(C5=CC=CC=C5)C6=CC=CC=C6)Cl ((Ph3P)2PdCl2). The solvent is CCN(CC)CC (Et3N), CN(C)C=O (DMF). The product is OCC#CC1=C2/C(/C(NC2=CC=C1[N+](=O)[O-])=O)=C/C=1NC=CC1OC ((Z)-1,3-dihydro-4-(3-hydroxy-1-propynyl)-3-[(3-methoxy-1H-pyrrol-2-yl)methylene]-5-nitro-2H-indol-2-one). Reaction SMILES: [CH2:1]([OH:4])[C:2]#[CH:3].I[C:6]1[C:14]([N+:15]([O-:17])=[O:16])=[CH:13][CH:12]=[C:11]2[C:7]=1/[C:8](=[CH:19]/[C:20]1[NH:21][CH:22]=[CH:23][C:24]=1[O:25][CH3:26])/[C:9](=[O:18])[NH:10]2>Cl[Pd](Cl)([P](C1C=CC=CC=1)(C1C=CC=CC=1)C1C=CC=CC=1)[P](C1C=CC=CC=1)(C1C=CC=CC=1)C1C=CC=CC=1.CN(C=O)C.CCN(CC)CC>[OH:4][CH2:1][C:2]#[C:3][C:6]1[C:14]([N+:15]([O-:17])=[O:16])=[CH:13][CH:12]=[C:11]2[C:7]=1/[C:8](=[CH:19]/[C:20]1[NH:21][CH:22]=[CH:23][C:24]=1[O:25][CH3:26])/[C:9](=[O:18])[NH:10]2 |^1:29,48|. Procedure details: Using Method C above, propargyl alcohol (0.11 g, 1.95 mmol) (Aldrich) was coupled with (Z)-1,3-dihydro-4-iodo-3-[(3-methoxy-1H-pyrrol-2-yl)methylene]-5-nitro-2H-indol-2-one (0.32 g, 0.78 mmol) (Starting Material 2 above) using (Ph3P)2PdCl2 (27.4 mg) and Cul (7.4 mg) as catalyst in DMF (3 mL) and Et3N (3 mL) as solvent at 85° C. for 18 h to yield (Z)-1,3-dihydro-4-(3-hydroxy-1-propynyl)-3-[(3-methoxy-1H-pyrrol-2-yl)methylene]-5-nitro-2H-indol-2-one. (Yield 0.12 g, 46%). Reactants: COC1=C(COC(=O)NC2=CC=C(C(=O)O)C=C2)C=C(C=C1)OC (N-(2,5-dimethoxybenzyloxy-carbonyl)-para-aminobenzoic acid), C(C(=O)Cl)(=O)Cl (oxalyl chloride), O (water), acid chloride, C(C)OC(C)O (ethoxyethanol). The reagents and catalysts are CN(C)C=O (DMF). Solvent: C1CCOC1 (THF), N1=CC=CC=C1 (pyridine). Reaction conditions: time 0.5 hour. Yields the product COC1=C(COC(=O)NC2=CC=C(C(=O)OCCOCC)C=C2)C=C(C=C1)OC (2-Ethoxy-ethyl N-(2,5-dimethoxy-benzyloxycarbonyl)-para-aminobenzoate). As a reaction SMILES: [CH3:1][O:2][C:3]1[CH:22]=[CH:21][C:20]([O:23][CH3:24])=[CH:19][C:4]=1[CH2:5][O:6][C:7]([NH:9][C:10]1[CH:18]=[CH:17][C:13]([C:14]([OH:16])=[O:15])=[CH:12][CH:11]=1)=[O:8].C(Cl)(=O)C(Cl)=O.[CH2:31]([O:33][CH:34](O)[CH3:35])[CH3:32].O>C1COCC1.CN(C=O)C.N1C=CC=CC=1>[CH3:1][O:2][C:3]1[CH:22]=[CH:21][C:20]([O:23][CH3:24])=[CH:19][C:4]=1[CH2:5][O:6][C:7]([NH:9][C:10]1[CH:18]=[CH:17][C:13]([C:14]([O:16][CH2:32][CH2:31][O:33][CH2:34][CH3:35])=[O:15])=[CH:12][CH:11]=1)=[O:8]. Reported procedure: A solution of N-(2,5-dimethoxybenzyloxy-carbonyl)-para-aminobenzoic acid (3.31g) in dry THF (30ml) was treated with oxalyl chloride (1.65g) and one drop of dry DMF. After 0.5 hour the reaction had subsided and the acid chloride solution was added dropwise to a stirred solution of ethoxyethanol (1.2g) in dry pyridine, then poured into water (ca 250ml) and the crude product extracted into ether. The ether was washed with 1N HCl 1N NaOH, water and dried with Mg SO4. The solvent was concentrated in ... The reactants are NC1=NC=C(C=C1C)Br (2-amino-5-bromo-3-methylpyridine), N(=O)[O-].[Na+] (Sodium nitrite), S(O)(O)(=O)=O (sulfuric acid). Yield: 84.0%. The solvent is O (water). Reaction conditions: time 1.5 hour. Procedure: Sodium nitrite (5.0 g, 72.5 mmol) in water (10 mL) was added dropwise to a cooled (0° C.) mixture of 2-amino-5-bromo-3-methylpyridine (5.0 g, 26.7 mmol; Lancaster) in 2:6 M sulfuric acid (70 mL). The mixture was allowed to warm to ambient temperature, stir for 1.5 hours, filtered, and the filtercake was washed with cold water and air dried. The precipitate was dissolved in dichloromethane (100 mL), dried (MgSO4), and concentrated to provide the title compound as a solid (4.2 g, 84%). MS (DCI/NH3... Yields the product BrC=1C=C(C(=NC1)O)C (5-bromo-2-hydroxy-3-methylpyridine). Reaction SMILES: N([O-])=O.[Na+].N[C:6]1[C:11]([CH3:12])=[CH:10][C:9]([Br:13])=[CH:8][N:7]=1.S(=O)(=O)(O)[OH:15]>O>[Br:13][C:9]1[CH:10]=[C:11]([CH3:12])[C:6]([OH:15])=[N:7][CH:8]=1 |f:0.1|.